Dataset: the Open Reaction Database (ORD), a public repository of structured organic reaction records. Task: describe an organic reaction: reactants, conditions, products, and yield Product: Cc1nn(-c2ccccn2)c2nccc(O)c12. Reactants: [Na+], [OH-], Cc1nn(-c2ccccn2)c2ncc(C(=O)O)c(O)c12, O=P(O)(O)O. Reaction SMILES: [Na+:22].[OH-:21].[OH:1][c:2]1[c:3]2[c:4]([n:5][cH:6][c:7]1[C:8]([OH:9])=[O:10])[n:11](-[c:15]1[n:16][cH:17][cH:18][cH:19][cH:20]1)[n:12][c:13]2[CH3:14].[P:23](=[O:24])([OH:25])([OH:26])[OH:27]>>[OH:1][c:2]1[c:3]2[c:4]([n:5][cH:6][cH:7]1)[n:11](-[c:15]1[n:16][cH:17][cH:18][cH:19][cH:20]1)[n:12][c:13]2[CH3:14]. The reactants are FC1=C(C=C(C(=C1)OC1=CC(=NC=C1)C=1C=NN(C1)C)C)NC(=O)C1(CC1)C(=O)NC1=CC=C(C=C1)F (N-(2-fluoro-5-methyl-4-(2-(1-methyl-1H-pyrazol-4-yl)pyridin-4-yloxy)phenyl)-N′-(4-fluorophenyl)cyclopropane-1,1-dicarboxamide), CS(=O)(=O)O (methanesulfonic acid). The solvent is C(Cl)Cl (CH2Cl2). Conditions: time 1 hour. Product: CS(=O)(=O)O.FC1=C(C=C(C(=C1)OC1=CC(=NC=C1)C=1C=NN(C1)C)C)NC(=O)C1(CC1)C(=O)NC1=CC=C(C=C1)F (N-(2-fluoro-5-methyl-4-(2-(1-methyl-1H-pyrazol-4-yl)pyridin-4-yloxy)phenyl)-N′-(4-fluorophenyl)cyclopropane-1,1-dicarboxamide methanesulfonate salt). Isolated yield 69.0%. RXN SMILES: [F:1][C:2]1[CH:7]=[C:6]([O:8][C:9]2[CH:14]=[CH:13][N:12]=[C:11]([C:15]3[CH:16]=[N:17][N:18]([CH3:20])[CH:19]=3)[CH:10]=2)[C:5]([CH3:21])=[CH:4][C:3]=1[NH:22][C:23]([C:25]1([C:28]([NH:30][C:31]2[CH:36]=[CH:35][C:34]([F:37])=[CH:33][CH:32]=2)=[O:29])[CH2:27][CH2:26]1)=[O:24].[CH3:38][S:39]([OH:42])(=[O:41])=[O:40]>C(Cl)Cl>[CH3:38][S:39]([OH:42])(=[O:41])=[O:40].[F:1][C:2]1[CH:7]=[C:6]([O:8][C:9]2[CH:14]=[CH:13][N:12]=[C:11]([C:15]3[CH:16]=[N:17][N:18]([CH3:20])[CH:19]=3)[CH:10]=2)[C:5]([CH3:21])=[CH:4][C:3]=1[NH:22][C:23]([C:25]1([C:28]([NH:30][C:31]2[CH:36]=[CH:35][C:34]([F:37])=[CH:33][CH:32]=2)=[O:29])[CH2:26][CH2:27]1)=[O:24] |f:3.4|. Procedure details: N-(2-fluoro-5-methyl-4-(2-(1-methyl-1H-pyrazol-4-yl)pyridin-4-yloxy)phenyl)-N′-(4-fluorophenyl)cyclopropane-1,1-dicarboxamide (0.067 g, 0.133 mmol) was dissolved in CH2Cl2 (1 ml), 1.0 M methanesulfonic acid (0.133 ml, 0.133 mmol) was added and the reaction mixture was stirred at RT for 1 hour. The solid was filtered to obtain N-(2-fluoro-5-methyl-4-(2-(1-methyl-1H-pyrazol-4-yl)pyridin-4-yloxy)phenyl)-N′-(4-fluorophenyl)cyclopropane-1,1-dicarboxamide methanesulfonate salt (55 mg, 67% yield). 1H N... Starting materials: OC1=CC=C(C=C1)SCCCNCCC(C1=CC=CC=C1)C1=CC=CC=C1 (N-(3'-p-hydroxyphenylthiopropyl)-3,3-diphenylpropylamine), CI (methyl iodide). Solvent: CO (methanol). The product is CN(CCCSC1=CC=C(C=C1)O)CCC(C1=CC=CC=C1)C1=CC=CC=C1 (N-(methyl)-N-(3'-p-hydroxyphenylthiopropyl)-3,3-diphenylpropylamine). RXN SMILES: [OH:1][C:2]1[CH:7]=[CH:6][C:5]([S:8][CH2:9][CH2:10][CH2:11][NH:12][CH2:13][CH2:14][CH:15]([C:22]2[CH:27]=[CH:26][CH:25]=[CH:24][CH:23]=2)[C:16]2[CH:21]=[CH:20][CH:19]=[CH:18][CH:17]=2)=[CH:4][CH:3]=1.[CH3:28]I>CO>[CH3:28][N:12]([CH2:13][CH2:14][CH:15]([C:22]1[CH:23]=[CH:24][CH:25]=[CH:26][CH:27]=1)[C:16]1[CH:17]=[CH:18][CH:19]=[CH:20][CH:21]=1)[CH2:11][CH2:10][CH2:9][S:8][C:5]1[CH:4]=[CH:3][C:2]([OH:1])=[CH:7][CH:6]=1. Procedure: To a solution of 0.8 g (0.0021 moles) of N-(3'-p-hydroxyphenylthiopropyl)-3,3-diphenylpropylamine in 20 ml methanol containing 0.3 ml triethylamine are gradually added 0.13 ml (0.0021 moles) methyl iodide. After 36 hours at room temperature the solvent is evaporated under vacuum and the residue is dissolved in 20 ml benzene. The solution is washed three times with water, dried and evaporated. Reactants: CI, CCO, CCOC(=O)Cc1ccc(Nc2nccs2)c(Cl)c1. Yields the product CCOC(=O)Cc1ccc(Nc2scc[n+]2C)c(Cl)c1, [I-]. As a reaction SMILES: [CH3:20][I:21].[CH3:22][CH2:23][OH:24].[Cl:1][c:2]1[cH:3][c:4]([CH2:14][C:15](=[O:16])[O:17][CH2:18][CH3:19])[cH:5][cH:6][c:7]1[NH:8][c:9]1[s:10][cH:11][cH:12][n:13]1>>[Cl:1][c:2]1[cH:3][c:4]([CH2:14][C:15](=[O:16])[O:17][CH2:18][CH3:19])[cH:5][cH:6][c:7]1[NH:8][c:9]1[s:10][cH:11][cH:12][n+:13]1[CH3:20].[I-:21]. Starting materials: ClC1=CC=C(CN2C3=CC=C(C=C3C=3CCCC(C23)CC(=O)OCC)SC)C=C1 (Ethyl 9-p-chlorobenzyl-6-methylthio-1,2,3,4-tetrahydrocarbazol-1-yl-acetate), ClC1=CC(=CC=C1)C(=O)OO (m-chloro perbenzoic acid). Solvent: CCOCC (ether), C(Cl)Cl (methylene chloride). Run at time 1.5 hour. The product is ClC1=CC=C(CN2C3=CC=C(C=C3C=3CCCC(C23)CC(=O)OCC)S(=O)C)C=C1 (Ethyl 9-p-chlorobenzyl-6-methylsulfinyl-1,2,3,4-tetrahydrocarbazol-1-yl-acetate). Yield: 81.3%. RXN SMILES: [Cl:1][C:2]1[CH:29]=[CH:28][C:5]([CH2:6][N:7]2[C:19]3[CH:18]([CH2:20][C:21]([O:23][CH2:24][CH3:25])=[O:22])[CH2:17][CH2:16][CH2:15][C:14]=3[C:13]3[C:8]2=[CH:9][CH:10]=[C:11]([S:26][CH3:27])[CH:12]=3)=[CH:4][CH:3]=1.ClC1C=CC=C(C(OO)=[O:38])C=1>C(Cl)Cl.CCOCC>[Cl:1][C:2]1[CH:3]=[CH:4][C:5]([CH2:6][N:7]2[C:19]3[CH:18]([CH2:20][C:21]([O:23][CH2:24][CH3:25])=[O:22])[CH2:17][CH2:16][CH2:15][C:14]=3[C:13]3[C:8]2=[CH:9][CH:10]=[C:11]([S:26]([CH3:27])=[O:38])[CH:12]=3)=[CH:28][CH:29]=1. Procedure details: To 498 mg of ethyl 9-p-chlorobenzyl-6-methylthio-1,2,3,4-tetrahydrocarbazol-1-yl-acetate from Example 23 in 10 cc of methylene chloride was added 300 mg of m-chloro perbenzoic acid. The resulting mixture was stirred for 1.5 hours at room temperature. The reaction mixture was diluted with ether and consecutively washed with a solution of sodium bicarbonate, water and brine. The crude product obtained after evaporation of the organic layer was purified on silica gel by flash chromatography eluting... The reactants are C(C)OC(CCCNC(=O)NC=1SC(=C(N1)C)C1=CC(=C(C=C1)S(=O)(=O)C)F)=O (4-{3-[5-(3-Fluoro-4-methanesulfonyl-phenyl)-4-methyl-thiazol-2-yl]-ureido}-butyric acid ethyl ester), CS(=O)(=O)C1=C(C=C(C=C1)C1=C(N=C(S1)N)C)C(F)(F)F (5-(4-Methanesulfonyl-3-trifluoromethyl-phenyl)-4-methyl-thiazol-2-ylamine). The product is C(C)OC(CCCNC(=O)NC=1SC(=C(N1)C)C1=CC(=C(C=C1)S(=O)(=O)C)C(F)(F)F)=O (4-{3-[5-(4-Methanesulfonyl-3-trifluoromethyl-phenyl)-4-methyl-thiazol-2-yl]-ureido}-butyric acid ethyl ester). As a reaction SMILES: [CH2:1]([O:3][C:4](=[O:29])[CH2:5][CH2:6][CH2:7][NH:8][C:9]([NH:11][C:12]1[S:13][C:14]([C:18]2[CH:23]=[CH:22][C:21]([S:24]([CH3:27])(=[O:26])=[O:25])=[C:20](F)[CH:19]=2)=[C:15]([CH3:17])[N:16]=1)=[O:10])[CH3:2].CS(C1C=CC(C2SC(N)=NC=2C)=CC=1[C:47]([F:50])([F:49])[F:48])(=O)=O>>[CH2:1]([O:3][C:4](=[O:29])[CH2:5][CH2:6][CH2:7][NH:8][C:9]([NH:11][C:12]1[S:13][C:14]([C:18]2[CH:23]=[CH:22][C:21]([S:24]([CH3:27])(=[O:26])=[O:25])=[C:20]([C:47]([F:50])([F:49])[F:48])[CH:19]=2)=[C:15]([CH3:17])[N:16]=1)=[O:10])[CH3:2]. Procedure: The title compound is prepared by the same procedure as 4-{3-[5-(3-fluoro-4-methanesulfonyl-phenyl)-4-methyl-thiazol-2-yl]-ureido}-butyric acid ethyl ester (Example 164) by replacing 5-(3-fluoro-4-methanesulfonyl-phenyl)-4-methyl-thiazol-2-ylamine (Example 72) with 5-(4-methanesulfonyl-3-trifluoromethyl-phenyl)-4-methyl-thiazol-2-ylamine (158a). The reactants are C(C)(=O)Cl (acetyl chloride), NC1=C(C=CC=C1)C=1C(=NN(C1C)C)C#N (4-(2-Aminophenyl)-1,5-dimethyl-1H-pyrazole-3-carbonitrile). Solvent: C(C)O (ethanol). Yields the product Cl.CC=1N(N=C2C(=NC=3C=CC=CC3C21)N)C (1,2-dimethyl-2H-pyrazolo[3,4-c]quinolin-4-amine hydrochloride). Yield: 90.2%. Reaction SMILES: C([Cl:4])(=O)C.[NH2:5][C:6]1[CH:11]=[CH:10][CH:9]=[CH:8][C:7]=1[C:12]1[C:13]([C:19]#[N:20])=[N:14][N:15]([CH3:18])[C:16]=1[CH3:17]>C(O)C>[ClH:4].[CH3:17][C:16]1[N:15]([CH3:18])[N:14]=[C:13]2[C:12]=1[C:7]1[CH:8]=[CH:9][CH:10]=[CH:11][C:6]=1[N:5]=[C:19]2[NH2:20] |f:3.4|. Procedure: A solution of acetyl chloride (0.150 g, 1.9 mmol) in ethanol (6.4 mL) was stirred for 15 minutes. 4-(2-Aminophenyl)-1,5-dimethyl-1H-pyrazole-3-carbonitrile (0.270 g, 1.27 mmol) was added, and the reaction was heated at reflux under a nitrogen atmosphere for two hours. A precipitate formed. The mixture was allowed to cool to ambient temperature and then cooled to 0° C. The solid was isolated by filtration, washed with diethyl ether, and dried to provide 285 mg of 1,2-dimethyl-2H-pyrazolo[3,4-c]qu... Starting materials: ClCCCS(=O)(=O)N1CCC(CC1)C1=NNC2=C(C=C(C=C12)C1=CSC=C1)C(=O)N (3-{1-[(3-chloropropyl)sulfonyl]-4-piperidinyl}-5-(3-thienyl)-1H-indazole-7-carboxamide), C(=O)([O-])[O-].[K+].[K+] (K2CO3), [I-].[Na+] (sodium iodide), N1CCCC1 (pyrrolidine). Solvent: CN(C)C=O (DMF). Product: N1(CCCC1)CCCS(=O)(=O)N1CCC(CC1)C1=NNC2=C(C=C(C=C12)C1=CSC=C1)C(=O)N (3-(1-{[3-(1-pyrrolidinyl)propyl]sulfonyl}-4-piperidinyl)-5-(3-thienyl)-1H-indazole-7-carboxamide). Isolated yield 37.2%. Reaction SMILES: Cl[CH2:2][CH2:3][CH2:4][S:5]([N:8]1[CH2:13][CH2:12][CH:11]([C:14]2[C:22]3[C:17](=[C:18]([C:28]([NH2:30])=[O:29])[CH:19]=[C:20]([C:23]4[CH:27]=[CH:26][S:25][CH:24]=4)[CH:21]=3)[NH:16][N:15]=2)[CH2:10][CH2:9]1)(=[O:7])=[O:6].C([O-])([O-])=O.[K+].[K+].[I-].[Na+].[NH:39]1[CH2:43][CH2:42][CH2:41][CH2:40]1>CN(C=O)C>[N:39]1([CH2:2][CH2:3][CH2:4][S:5]([N:8]2[CH2:13][CH2:12][CH:11]([C:14]3[C:22]4[C:17](=[C:18]([C:28]([NH2:30])=[O:29])[CH:19]=[C:20]([C:23]5[CH:27]=[CH:26][S:25][CH:24]=5)[CH:21]=4)[NH:16][N:15]=3)[CH2:10][CH2:9]2)(=[O:7])=[O:6])[CH2:43][CH2:42][CH2:41][CH2:40]1 |f:1.2.3,4.5|. Procedure details: The title compound was prepared according to the general procedure of Example 38b. Thus, 3-{1-[(3-chloropropyl)sulfonyl]-4-piperidinyl}-5-(3-thienyl)-1H-indazole-7-carboxamide (0.076 mmol) in DMF (4 mL) was reacted with K2CO3 (22 mg, 0.16 mmol), sodium iodide (2 mg) and pyrrolidine (26.98 mL, 0.4 mmol) to afford the title compound (14.2 mg, 37%). Starting materials: CN1C(N([C@@H](C1)C(=O)OCC1=CC=CC=C1)C([C@H](C)N[C@@H](CCC1=CC=CC=C1)C(=O)OCC1=CC=CC=C1)=O)=O (benzyl (4S)-1-methyl-3-{(2S)-2-[N-((1S)-1-benzyloxycarbonyl-3-phenylpropyl)amino]propionyl]-2-oxo-imidazolidine-4-carboxylate). The reagents and catalysts are [Pd] (palladium black). The product is CN1C(N([C@@H](C1)C(=O)O)C([C@H](C)N[C@@H](CCC1=CC=CC=C1)C(=O)O)=O)=O ((4S)-1-methyl-3-{(2S)-2-[N-((1S)-1-carboxy-3-phenylpropyl)amino]propionyl}-2-oxo-imidazolidine-4-carboxylic acid). Isolated yield 79.9%. As a reaction SMILES: [CH3:1][N:2]1[CH2:6][C@@H:5]([C:7]([O:9]CC2C=CC=CC=2)=[O:8])[N:4]([C:17](=[O:40])[C@@H:18]([NH:20][C@H:21]([C:30]([O:32]CC2C=CC=CC=2)=[O:31])[CH2:22][CH2:23][C:24]2[CH:29]=[CH:28][CH:27]=[CH:26][CH:25]=2)[CH3:19])[C:3]1=[O:41]>[Pd]>[CH3:1][N:2]1[CH2:6][C@@H:5]([C:7]([OH:9])=[O:8])[N:4]([C:17](=[O:40])[C@@H:18]([NH:20][C@H:21]([C:30]([OH:32])=[O:31])[CH2:22][CH2:23][C:24]2[CH:29]=[CH:28][CH:27]=[CH:26][CH:25]=2)[CH3:19])[C:3]1=[O:41]. Procedure: 4.7 g of benzyl (4S)-1-methyl-3-{(2S)-2-[N-((1S)-1-benzyloxycarbonyl-3-phenylpropyl)amino]propionyl]-2-oxo-imidazolidine-4-carboxylate and 300 mg of palladium black are treated in the same manner as described in Example 1-(2), whereby 2.54 g of (4S)-1-methyl-3-{(2S)-2-[N-((1S)-1-carboxy-3-phenylpropyl)amino]propionyl}-2-oxo-imidazolidine-4-carboxylic acid are obtained as colorless crystals. Yield: 79.9%